Dataset: the Open Reaction Database (ORD), a public repository of structured organic reaction records. Task: describe an organic reaction: reactants, conditions, products, and yield The reactants are O=C1CC(Br)C(=O)O1, CCCCCCCCCCCCN, CCCCCC. Yields the product CCCCCCCCCCCCNC(=O)CC(Br)C(=O)O. RXN SMILES: [Br:14][CH:15]1[C:16](=[O:17])[O:18][C:19](=[O:21])[CH2:20]1.[CH2:1]([CH2:2][CH2:3][CH2:4][CH2:5][CH2:6][CH2:7][CH2:8][CH2:9][CH2:10][CH2:11][CH3:12])[NH2:13].[CH3:22][CH2:23][CH2:24][CH2:25][CH2:26][CH3:27]>>[CH2:1]([CH2:2][CH2:3][CH2:4][CH2:5][CH2:6][CH2:7][CH2:8][CH2:9][CH2:10][CH2:11][CH3:12])[NH:13][C:19]([CH2:20][CH:15]([Br:14])[C:16](=[O:17])[OH:18])=[O:21]. Starting materials: COC1=CC=C(C=C1)N1CC2(CC3=CC(=C(C(=C13)C)C)O)CCC2 (1′-(4-methoxyphenyl)-7′,8′-dimethyl-1′,4′-dihydro-2′H-spiro[cyclobutane-1,3′-quinolin]-6′-ol), [OH-].[Na+] (NaOH), C(\C=C(/C)\CCC=C(C)C)Br (geranyl bromide), [NH4+].[Cl-] (NH4Cl). Yields the product CC(=CCC1=C2CC3(CN(C2=C(C(=C1O)C)C)C1=CC=C(C=C1)OC)CCC3)CCC=C(C)C (5′-(3,7-dimethylocta-2,6-dienyl)-1′-(4-methoxyphenyl)-7′,8′-dimethyl-2′,4′-dihydro-1′H-spiro[cyclobutane-1,3′-quinolin]-6′ol). Reaction conditions: time 20 minute. Reaction SMILES: [CH3:1][O:2][C:3]1[CH:8]=[CH:7][C:6]([N:9]2[C:18]3[C:13](=[CH:14][C:15]([OH:21])=[C:16]([CH3:20])[C:17]=3[CH3:19])[CH2:12][C:11]3([CH2:24][CH2:23][CH2:22]3)[CH2:10]2)=[CH:5][CH:4]=1.[OH-].[Na+].[CH2:27](Br)/[CH:28]=[C:29](/[CH2:31][CH2:32][CH:33]=[C:34]([CH3:36])[CH3:35])\[CH3:30].[NH4+].[Cl-]>CC(O)(C)C>[CH3:30][C:29]([CH2:31][CH2:32][CH:33]=[C:34]([CH3:36])[CH3:35])=[CH:28][CH2:27][C:14]1[C:15]([OH:21])=[C:16]([CH3:20])[C:17]([CH3:19])=[C:18]2[C:13]=1[CH2:12][C:11]1([CH2:22][CH2:23][CH2:24]1)[CH2:10][N:9]2[C:6]1[CH:7]=[CH:8][C:3]([O:2][CH3:1])=[CH:4][CH:5]=1 |f:1.2,4.5|. Run in CC(C)(C)O (t-BuOH). Procedure details: To a solution of 1′-(4-methoxyphenyl)-7′,8′-dimethyl-1′,4′-dihydro-2′H-spiro[cyclobutane-1,3′-quinolin]-6′-ol (112 mg) in 3.2 mL t-BuOH was added NaOH (224 μL) and geranyl bromide (133 μL). After 20 minutes, saturated NH4Cl was added and the mixture was extracted with dichloromethane. The organic phase was then washed with brine, dried and evaporated. The residue was passed through a column (Hexane:EtOAc=10:1.2-10:2) to give 5′-(3,7-dimethylocta-2,6-dienyl)-1′-(4-methoxyphenyl)-7′,8′-dimethyl-2′... The reactants are ClCCl, CS(=O)(=O)Cl, OCCOc1ccccc1. Yields the product CS(=O)(=O)OCCOc1ccccc1. RXN SMILES: [CH2:16]([Cl:17])[Cl:18].[CH3:11][S:12]([Cl:13])(=[O:14])=[O:15].[O:1]([c:2]1[cH:3][cH:4][cH:5][cH:6][cH:7]1)[CH2:8][CH2:9][OH:10]>>[O:1]([c:2]1[cH:3][cH:4][cH:5][cH:6][cH:7]1)[CH2:8][CH2:9][O:10][S:12]([CH3:11])(=[O:14])=[O:15]. Starting materials: C(C)(C)(C)OC(=O)N1C(CN(CC1)C=1OC=2C(N1)=C(C=CC2)C(=O)[O-])C.[Li+] (lithium 2-(4-(tert-butoxycarbonyl)-3-methylpiperazin-1-yl)benzoxazole-4-carboxylate), Cl.Cl.CN1C2CC(CC1CCC2)N (9-methyl-9-azabicyclo[3.3.1]nonan-3-amine dihydrochloride). Product: CC1N(CCN(C1)C=1OC2=C(N1)C(=CC=C2)C(NC2CC1CCCC(C2)N1C)=O)C(=O)OC(C)(C)C (tert-butyl 2-methyl-4-(4-(9-methyl-9-azabicyclo[3.3.1]nonan-3-ylcarbamoyl)benzoxazol-2-yl)piperazine-1-carboxylate). Reaction SMILES: [C:1]([O:5][C:6]([N:8]1[CH2:13][CH2:12][N:11]([C:14]2[O:15][C:16]3[C:17](=[C:19]([C:23]([O-:25])=O)[CH:20]=[CH:21][CH:22]=3)[N:18]=2)[CH2:10][CH:9]1[CH3:26])=[O:7])([CH3:4])([CH3:3])[CH3:2].[Li+].Cl.Cl.[CH3:30][N:31]1[CH:36]2[CH2:37][CH2:38][CH2:39][CH:32]1[CH2:33][CH:34]([NH2:40])[CH2:35]2>>[CH3:26][CH:9]1[CH2:10][N:11]([C:14]2[O:15][C:16]3[CH:22]=[CH:21][CH:20]=[C:19]([C:23](=[O:25])[NH:40][CH:34]4[CH2:33][CH:32]5[N:31]([CH3:30])[CH:36]([CH2:37][CH2:38][CH2:39]5)[CH2:35]4)[C:17]=3[N:18]=2)[CH2:12][CH2:13][N:8]1[C:6]([O:5][C:1]([CH3:3])([CH3:4])[CH3:2])=[O:7] |f:0.1,2.3.4|. Procedure details: Following general procedure GP-C1, lithium 2-(4-(tert-butoxycarbonyl)-3-methylpiperazin-1-yl)benzoxazole-4-carboxylate and 9-methyl-9-azabicyclo[3.3.1]nonan-3-amine dihydrochloride were coupled to provide tert-butyl 2-methyl-4-(4-(9-methyl-9-azabicyclo[3.3.1]nonan-3-ylcarbamoyl)benzoxazol-2-yl)piperazine-1-carboxylate. MS consistent. Starting materials: O=C([O-])[O-], C1CCOC1, O=C(O)c1ccc(Cl)nc1, OB(O)c1ccc(C(F)(F)F)cc1, [Na+], [Na+], [Pd], c1ccc(P(c2ccccc2)c2ccccc2)cc1, c1ccc(P(c2ccccc2)c2ccccc2)cc1, c1ccc(P(c2ccccc2)c2ccccc2)cc1, c1ccc(P(c2ccccc2)c2ccccc2)cc1. The product is O=C(O)c1ccc(-c2ccc(C(F)(F)F)cc2)nc1. RXN SMILES: [C:24](=[O:25])([O-:26])[O-:27].[CH2:30]1[O:31][CH2:32][CH2:33][CH2:34]1.[Cl:1][c:2]1[n:3][cH:4][c:5]([C:6](=[O:7])[OH:8])[cH:9][cH:10]1.[F:11][C:12]([c:13]1[cH:14][cH:15][c:16]([B:19]([OH:20])[OH:21])[cH:17][cH:18]1)([F:22])[F:23].[Na+:28].[Na+:29].[Pd:35].[c:36]1([P:37]([c:38]2[cH:39][cH:40][cH:41][cH:42][cH:43]2)[c:44]2[cH:45][cH:46][cH:47][cH:48][cH:49]2)[cH:50][cH:51][cH:52][cH:53][cH:54]1.[c:55]1([P:56]([c:57]2[cH:58][cH:59][cH:60][cH:61][cH:62]2)[c:63]2[cH:64][cH:65][cH:66][cH:67][cH:68]2)[cH:69][cH:70][cH:71][cH:72][cH:73]1.[c:74]1([P:75]([c:76]2[cH:77][cH:78][cH:79][cH:80][cH:81]2)[c:82]2[cH:83][cH:84][cH:85][cH:86][cH:87]2)[cH:88][cH:89][cH:90][cH:91][cH:92]1.[c:93]1([P:94]([c:95]2[cH:96][cH:97][cH:98][cH:99][cH:100]2)[c:101]2[cH:102][cH:103][cH:104][cH:105][cH:106]2)[cH:107][cH:108][cH:109][cH:110][cH:111]1>>[c:2]1(-[c:16]2[cH:15][cH:14][c:13]([C:12]([F:11])([F:22])[F:23])[cH:18][cH:17]2)[n:3][cH:4][c:5]([C:6](=[O:7])[OH:8])[cH:9][cH:10]1. Reactants: NC1=CC2=C(NC(=NS2(=O)=O)C=2C(C(C3=CC=CC=C3C2O)(C)CCC2CC2)=O)C=C1 (3-(7-amino-1,1-dioxido-4H-1,2,4-benzothiadiazin-3-yl)-1-(2-cyclopropylethyl)-4-hydroxy-1-methylnaphthalen-2(1H)-one), C(C)(C)N(C(C)C)CC (N,N-diisopropylethylamine), C(C)(C)(C)OC(CS(=O)(=O)Cl)=O (chlorosulfonyl-acetic acid tert-butyl ester), ethyl acetate hexanes. The solvent is ClCCl (dichloromethane). Conditions: time 8 hour. The product is C(C)(C)(C)OC(CS(=O)(=O)NC1=CC2=C(NC(=NS2(=O)=O)C2=C(C3=CC=CC=C3C(C2=O)(C)CCC2CC2)O)C=C1)=O (tert-butyl[({3-[4-(2-cyclopropylethyl)-1-hydroxy-4-methyl-3-oxo-3,4-dihydronaphthalen-2-yl]-1,1-dioxido-4H-1,2,4-benzothiadiazin-7-yl}amino)sulfonyl]acetate). Isolated yield 30.5%. As a reaction SMILES: [NH2:1][C:2]1[CH:31]=[CH:30][C:5]2[NH:6][C:7]([C:12]3[C:13](=[O:29])[C:14]([CH2:24][CH2:25][CH:26]4[CH2:28][CH2:27]4)([CH3:23])[C:15]4[C:20]([C:21]=3[OH:22])=[CH:19][CH:18]=[CH:17][CH:16]=4)=[N:8][S:9](=[O:11])(=[O:10])[C:4]=2[CH:3]=1.C(N(CC)C(C)C)(C)C.[C:41]([O:45][C:46](=[O:52])[CH2:47][S:48](Cl)(=[O:50])=[O:49])([CH3:44])([CH3:43])[CH3:42]>ClCCl>[C:41]([O:45][C:46](=[O:52])[CH2:47][S:48]([NH:1][C:2]1[CH:31]=[CH:30][C:5]2[NH:6][C:7]([C:12]3[C:13](=[O:29])[C:14]([CH2:24][CH2:25][CH:26]4[CH2:28][CH2:27]4)([CH3:23])[C:15]4[C:20](=[CH:19][CH:18]=[CH:17][CH:16]=4)[C:21]=3[OH:22])=[N:8][S:9](=[O:11])(=[O:10])[C:4]=2[CH:3]=1)(=[O:49])=[O:50])([CH3:44])([CH3:42])[CH3:43]. Reported procedure: To a stirring solution of Example 158 (0.070 g, 0.160 mmol) in dichloromethane containing N,N-diisopropylethylamine (0.036 mL, 0.208 mmol) was added chlorosulfonyl-acetic acid tert-butyl ester (0.041 g, 0.192 mmol). The reaction mixture was stirred overnight and then partitioned between ethyl acetate and water. The organic layer was washed sequentially with 10% 1N HCl in water, bicarb, and brine. The product was purified by flash chromatography on SiO2 eluting with 0-50% ethyl acetate/hexanes yi... The reactants are C(CC)N1C(N(C=2N=C(N(C2C1=O)COCC[Si](C)(C)C)C=1C=NNC1)CCC)=O (1,3-dipropyl-8-(1H-pyrazol-4-yl)-7-(2-trimethylsilanyl-ethoxymethyl)-3,7-dihydro-purine-2,6-dione), BrCC(=O)O (bromo acetic acid), C(=O)([O-])[O-].[K+].[K+] (K2CO3). Solvent: CC(=O)C (acetone). Run at temperature 80 celsius. The product is O=C1N(C(C=2N(C(=NC2N1CCC)C=1C=NN(C1)CC(=O)O)COCC[Si](C)(C)C)=O)CCC ({4-[2,6-dioxo-1,3-dipropyl-7-(2-trimethylsilanyl-ethoxymethyl)-2,3,6,7-tetrahydro-1H-purin-8-yl]-pyrazol-1-yl}-acetic acid). Yield: 62.0%. As a reaction SMILES: [CH2:1]([N:4]1[C:12](=[O:13])[C:11]2[N:10]([CH2:14][O:15][CH2:16][CH2:17][Si:18]([CH3:21])([CH3:20])[CH3:19])[C:9]([C:22]3[CH:23]=[N:24][NH:25][CH:26]=3)=[N:8][C:7]=2[N:6]([CH2:27][CH2:28][CH3:29])[C:5]1=[O:30])[CH2:2][CH3:3].Br[CH2:32][C:33]([OH:35])=[O:34].C([O-])([O-])=O.[K+].[K+]>CC(C)=O>[O:30]=[C:5]1[N:6]([CH2:27][CH2:28][CH3:29])[C:7]2[N:8]=[C:9]([C:22]3[CH:26]=[N:25][N:24]([CH2:32][C:33]([OH:35])=[O:34])[CH:23]=3)[N:10]([CH2:14][O:15][CH2:16][CH2:17][Si:18]([CH3:20])([CH3:21])[CH3:19])[C:11]=2[C:12](=[O:13])[N:4]1[CH2:1][CH2:2][CH3:3] |f:2.3.4|. Reported procedure: A mixture of solution of 1,3-dipropyl-8-(1H-pyrazol-4-yl)-7-(2-trimethylsilanyl-ethoxymethyl)-3,7-dihydro-purine-2,6-dione (600 mg, 1.38 mmol), bromo acetic acid (289 mg, 2.08 mmol) and K2CO3 (575 mg, 4.16 mmol) in acetone (10 ml) was heated at 80° C. for 3 hrs. The reaction mixture was filtered through celite and washed with acetone. The organic layer was concentrated and the residue obtained was purified by column chromatography to obtain {4-[2,6-dioxo-1,3-dipropyl-7-(2-trimethylsilanyl-ethoxy... Reactants: ClCCl, C[Al](C)C, CCOC(=O)Cn1nc(-c2ccc(S(C)(=O)=O)cc2)c(-c2ccc(F)cc2)c1C(F)(F)F, Nc1ccccc1. Reaction SMILES: [CH2:44]([Cl:45])[Cl:46].[CH3:8][Al:9]([CH3:10])[CH3:11].[F:12][c:13]1[cH:14][cH:15][c:16](-[c:19]2[c:20](-[c:34]3[cH:35][cH:36][c:37]([S:40](=[O:41])(=[O:42])[CH3:43])[cH:38][cH:39]3)[n:21][n:22]([CH2:28][C:29](=[O:30])[O:31][CH2:32][CH3:33])[c:23]2[C:24]([F:25])([F:26])[F:27])[cH:17][cH:18]1.[NH2:1][c:2]1[cH:3][cH:4][cH:5][cH:6][cH:7]1>>[NH:1]([c:2]1[cH:3][cH:4][cH:5][cH:6][cH:7]1)[C:29]([CH2:28][n:22]1[n:21][c:20](-[c:34]2[cH:35][cH:36][c:37]([S:40](=[O:41])(=[O:42])[CH3:43])[cH:38][cH:39]2)[c:19](-[c:16]2[cH:15][cH:14][c:13]([F:12])[cH:18][cH:17]2)[c:23]1[C:24]([F:25])([F:26])[F:27])=[O:30]. Product: CS(=O)(=O)c1ccc(-c2nn(CC(=O)Nc3ccccc3)c(C(F)(F)F)c2-c2ccc(F)cc2)cc1. Reactants: C(O)C(C(C1=CC=CC=C1)=O)(O)C1=CC=CC=C1 (α-methylolbenzoin), C1(=CC=CC=C1)C (toluene). Product: C(C1=CC=CC=C1)(=O)C1(OCOC1)C1=CC=CC=C1 (4-benzoyl-4-phenyl-1,3-dioxolane). As a reaction SMILES: [CH2:1]([C:3]([C:13]1[CH:18]=[CH:17][CH:16]=[CH:15][CH:14]=1)([OH:12])[C:4](=[O:11])[C:5]1[CH:10]=[CH:9][CH:8]=[CH:7][CH:6]=1)[OH:2].[C:19]1(C)C=CC=CC=1>>[C:4]([C:3]1([C:13]2[CH:18]=[CH:17][CH:16]=[CH:15][CH:14]=2)[CH2:1][O:2][CH2:19][O:12]1)(=[O:11])[C:5]1[CH:10]=[CH:9][CH:8]=[CH:7][CH:6]=1. Procedure details: About 273 grams of crude, wet α-methylolbenzoin prepared as described in Example I was refluxed under a Dean-Stark trap with 0.50 liters toluene for about two hours to remove about 50 ml. water. The reaction mixture was allowed to cool and 35 grams paraformaldehyde and 10 grams p-toluenesulfonic acid were added. The reaction mixture was heated for 45 minutes under controlled conditions such that the solvent refluxed below the trap and no water was collected. The temperature of the reaction mixtu...